This data is from the Open Reaction Database (ORD), a public repository of structured organic reaction records. The task is: describe an organic reaction: reactants, conditions, products, and yield Reactants: N1CCNCC1 (piperazine), N1CCNCC1 (piperazine), ClC[Si](OCC)(OCC)OCC (chloromethyltriethoxysilane), [SiH4] (silane), Cl.N1CCNCC1 (piperazine hydrochloride). Run in C=1(C(=CC=CC1)C)C (xylene). Run at temperature 110 celsius, time 15 minute. Product: C(C)O[Si](N1C(CNCC1)C)(OCC)OCC (N-triethoxysilyl-methylpiperazine). RXN SMILES: [NH:1]1[CH2:6][CH2:5][NH:4][CH2:3][CH2:2]1.ClC[Si:9]([O:16][CH2:17][CH3:18])([O:13][CH2:14][CH3:15])[O:10][CH2:11][CH3:12].[SiH4].Cl.N1CCNC[CH2:22]1>C1(C)C(C)=CC=CC=1>[CH2:14]([O:13][Si:9]([O:16][CH2:17][CH3:18])([O:10][CH2:11][CH3:12])[N:1]1[CH2:6][CH2:5][NH:4][CH2:3][CH:2]1[CH3:22])[CH3:15] |f:3.4|. Reported procedure: 905.3 g (10.5 mol) of piperazine and 945 ml of xylene (anhydrous) as solvent are charged to a 4 liter 4-neck flask and subsequently innertized with nitrogen. The batch is heated to a temperature of 100° C., in the course of which the piperazine dissolves completely. Added dropwise at this temperature are 446.3 g (2.1 mol) of chloromethyltriethoxysilane, over the course of 1 h with thorough stirring. Following the addition of about ⅓ of the amount of silane, piperazine hydrochloride is precipitat...